From a dataset of the Open Reaction Database (ORD), a public repository of structured organic reaction records. describe an organic reaction: reactants, conditions, products, and yield Reactants: OC=1C=C2CCC(C2=CC1OC)=O (5-hydroxy-6-methoxy-indan-1-one), OC=1C=C2CCC(C2=CC1OC)=O (5-hydroxy-6-methoxy-indan-1-one), ClCCCOC1OCCCC1 (2-(3-chloro-propoxy)-tetrahydro-pyran), ClCCCOC1OCCCC1 (2-(3-chloro-propoxy)-tetrahydro-pyran), C([O-])([O-])=O.[K+].[K+] (potassium carbonate). The solvent is C(C)(=O)OCC (ethyl acetate), CN(C)C=O (DMF). The product is COC1=C(C=C2CCC(C2=C1)=O)OCCCOC1OCCCC1 (6-Methoxy-5-[3-(tetrahydro-pyran-2-yloxy)-propoxy]-indan-1-one). RXN SMILES: [OH:1][C:2]1[CH:3]=[C:4]2[C:8](=[CH:9][C:10]=1[O:11][CH3:12])[C:7](=[O:13])[CH2:6][CH2:5]2.Cl[CH2:15][CH2:16][CH2:17][O:18][CH:19]1[CH2:24][CH2:23][CH2:22][CH2:21][O:20]1.C(=O)([O-])[O-].[K+].[K+]>CN(C=O)C.C(OCC)(=O)C>[CH3:12][O:11][C:10]1[CH:9]=[C:8]2[C:4]([CH2:5][CH2:6][C:7]2=[O:13])=[CH:3][C:2]=1[O:1][CH2:15][CH2:16][CH2:17][O:18][CH:19]1[CH2:24][CH2:23][CH2:22][CH2:21][O:20]1 |f:2.3.4|. Procedure details: A mixture of 5-Hydroxy-6-methoxy-indan-1-one (Intermediate H, 2.98 g, 0.017 mole), 2-(3-chloro-propoxy)-tetrahydro-pyran (Compound 18a) (6.0 g, 0.034 mole), and potassium carbonate (10.0 g, 0.0725 mole) were stirred in 50 mL of DMF at 80° C. overnight under Argon. The reaction mixture was then diluted with 200 mL of ethyl acetate and washed 3 times with water. After drying over sodium sulfate, the solvent was removed in vacuo. The crude material solidified on standing to yield the title compound...